From a dataset of the Open Reaction Database (ORD), a public repository of structured organic reaction records. describe an organic reaction: reactants, conditions, products, and yield Starting materials: Cl.S1C2=C(C=C1)C(=CC=C2)C=2N1C(SC2C)=NCC1 (3-(benzo[b]thiophen-4-yl)-2-methyl-5,6-dihydroimidazo[2,1-b]thiazole hydrochloride), C(O)([O-])=O.[Na+] (sodium hydrogencarbonate). Solvent: ClCCl (dichloromethane). Reaction conditions: time 30 minute. Yields the product Cl.CC1=C(N2C(S1)=NCC2)C2=CC=CC=1SC(=CC12)C (2-methyl-3-(2-methylbenzo[b]thiophen-4-yl)-5,6-dihydroimidazo[2,1-b]thiazole hydrochloride). As a reaction SMILES: [ClH:1].[S:2]1[CH:6]=[CH:5][C:4]2[C:7]([C:11]3[N:12]4[CH2:19][CH2:18][N:17]=[C:13]4[S:14][C:15]=3[CH3:16])=[CH:8][CH:9]=[CH:10][C:3]1=2.[C:20](=O)([O-])O.[Na+]>ClCCl>[ClH:1].[CH3:16][C:15]1[S:14][C:13]2=[N:17][CH2:18][CH2:19][N:12]2[C:11]=1[C:7]1[C:4]2[CH:5]=[C:6]([CH3:20])[S:2][C:3]=2[CH:10]=[CH:9][CH:8]=1 |f:0.1,2.3,5.6|. Reported procedure: A mixture of 3-(benzo[b]thiophen-4-yl)-2-methyl-5,6-dihydroimidazo[2,1-b]thiazole hydrochloride (2 g; prepared in a manner similar to that described in Example 9 Method A), 5M aqueous sodium hydrogencarbonate solution (50 ml) and dichloromethane (50 ml) was stirred at ambient temperature for 30 minutes, then the free base was extracted into dichloromethane (2×50 ml). The combined extracts were dried (MgSO4) and the solvent was removed in vacuo. The residue was dissolved in tetrahydrofuran (40 ml... The reactants are C(C)(=O)OC1=CC=C(CN2N=CC(=C(C2=O)C2=CC=C(C=C2)F)C2=CC=C(C=C2)S(=O)(=O)C)C=C1 (2-(4-Acetoxybenzyl)-4-(4-fluorophenyl)-5-[4-(methylsulfonyl)phenyl]-3(2H)-pyridazinone), O.[OH-].[Li+] (lithium hydroxide monohydrate), C(CC(O)(C(=O)O)CC(=O)O)(=O)O (citric acid), CO (Methanol). The solvent is C1CCOC1 (THF), O (water). Conditions: time 8 hour. Product: OC1=CC=C(CN2N=CC(=C(C2=O)C2=CC=C(C=C2)F)C2=CC=C(C=C2)S(=O)(=O)C)C=C1 (2-(4-Hydroxybenzyl)-4-(4-fluorophenyl)-5-[4-(methylsulfonyl)phenyl]-3(2H)-pyridazinone). Reaction SMILES: C([O:4][C:5]1[CH:35]=[CH:34][C:8]([CH2:9][N:10]2[C:15](=[O:16])[C:14]([C:17]3[CH:22]=[CH:21][C:20]([F:23])=[CH:19][CH:18]=3)=[C:13]([C:24]3[CH:29]=[CH:28][C:27]([S:30]([CH3:33])(=[O:32])=[O:31])=[CH:26][CH:25]=3)[CH:12]=[N:11]2)=[CH:7][CH:6]=1)(=O)C.O.[OH-].[Li+].CO.C(O)(=O)CC(CC(O)=O)(C(O)=O)O>C1COCC1.O>[OH:4][C:5]1[CH:35]=[CH:34][C:8]([CH2:9][N:10]2[C:15](=[O:16])[C:14]([C:17]3[CH:18]=[CH:19][C:20]([F:23])=[CH:21][CH:22]=3)=[C:13]([C:24]3[CH:29]=[CH:28][C:27]([S:30]([CH3:33])(=[O:32])=[O:31])=[CH:26][CH:25]=3)[CH:12]=[N:11]2)=[CH:7][CH:6]=1 |f:1.2.3|. Procedure: A solution of 2-(4-acetoxybenzyl)-4-(4-fluorophenyl)-5-[4-(methylsulfonyl)phenyl]-3(2H)-pyridazinone (0.2 g, 4.06 mmol) (Example 114) in THF (20 mL) was treated with a solution of lithium hydroxide monohydrate (0.05 g, 1.22 mmol) in water (5 mL). Methanol (2 mL) was added to provide a homogeneous solution which was stirred at room temperature overnight. The reaction mixture was then acidified with 10% aqueous citric acid and extracted with ethyl acetate. The ethyl acetate layer was dried over Mg...